This data is from the Open Reaction Database (ORD), a public repository of structured organic reaction records. The task is: describe an organic reaction: reactants, conditions, products, and yield The reactants are C(C)(=O)O[BH-](OC(C)=O)OC(C)=O.[Na+] (Sodium triacetoxyborohydride), CN(C1(CCC(CC1)=O)C1=CC=CC=C1)C (4-dimethylamino-4-phenylcyclohexanone), C(C)(=O)O (acetic acid), C(C1=CC=CC=C1)OC1=CC=C2NC=C(CCN)C2=C1 (5-Benzyloxytryptamine). Solvent: ClCCCl (1,2-dichloroethane), O (water). Run at time 2 hour. The product is C(C1=CC=CC=C1)OC=1C=C2C(=CNC2=CC1)CCNC1CCC(CC1)(N(C)C)C1=CC=CC=C1 (N′-[2-(5-benzyloxy-1H-indol-3-yl)-ethyl]-N,N-dimethyl-1-phenyl-cyclohexane-1,4-diamine). Isolated yield 51.3%. RXN SMILES: [CH2:1]([O:8][C:9]1[CH:20]=[C:19]2[C:12]([NH:13][CH:14]=[C:15]2[CH2:16][CH2:17][NH2:18])=[CH:11][CH:10]=1)[C:2]1[CH:7]=[CH:6][CH:5]=[CH:4][CH:3]=1.[CH3:21][N:22]([CH3:36])[C:23]1([C:30]2[CH:35]=[CH:34][CH:33]=[CH:32][CH:31]=2)[CH2:28][CH2:27][C:26](=O)[CH2:25][CH2:24]1.C(O)(=O)C.C(O[BH-](OC(=O)C)OC(=O)C)(=O)C.[Na+]>ClCCCl.O>[CH2:1]([O:8][C:9]1[CH:20]=[C:19]2[C:12](=[CH:11][CH:10]=1)[NH:13][CH:14]=[C:15]2[CH2:16][CH2:17][NH:18][CH:26]1[CH2:25][CH2:24][C:23]([C:30]2[CH:31]=[CH:32][CH:33]=[CH:34][CH:35]=2)([N:22]([CH3:36])[CH3:21])[CH2:28][CH2:27]1)[C:2]1[CH:3]=[CH:4][CH:5]=[CH:6][CH:7]=1 |f:3.4|. Procedure: 5-Benzyloxytryptamine (440 mg, 1.65 mmol) were dissolved in 1,2-dichloroethane (14 ml) under argon (slightly cloudy solution). After addition of 4-dimethylamino-4-phenylcyclohexanone (359 mg, 1.65 mmol) and glacial acetic acid (189 μl, 3.3 mmol), the mixture was stirred for two hours at RT. Sodium triacetoxyborohydride (462 mg) was then added and the suspension was stirred for four days at RT. For working up, water (15 ml) was added to the reaction mixture. The phases were separated and the aque... Reactants: CS(=O)(=O)NN (methanesulfonohydrazide), FC1=C(C=C2C=CC=NC2=C1)CC1=CN=C2N1N=C(C=C2)C(C)=O (1-[3-(7-fluoro-quinolin-6-ylmethyl)-imidazo[1,2-b]pyridazin-6-yl]-ethanone). Yields the product FC1=C(C=C2C=CC=NC2=C1)CC1=CN=C2N1N=C(C=C2)\C(\C)=N\NS(=O)(=O)C ((E)-N′-(1-(3-((7-Fluoroquinolin-6-yl)methyl)imidazo[1,2-b]pyridazin-6-yl)ethylidene)-methanesulfonohydrazide). Yield: 60.0%. As a reaction SMILES: [CH3:1][S:2]([NH:5][NH2:6])(=[O:4])=[O:3].[F:7][C:8]1[CH:17]=[C:16]2[C:11]([CH:12]=[CH:13][CH:14]=[N:15]2)=[CH:10][C:9]=1[CH2:18][C:19]1[N:23]2[N:24]=[C:25]([C:28](=O)[CH3:29])[CH:26]=[CH:27][C:22]2=[N:21][CH:20]=1>>[F:7][C:8]1[CH:17]=[C:16]2[C:11]([CH:12]=[CH:13][CH:14]=[N:15]2)=[CH:10][C:9]=1[CH2:18][C:19]1[N:23]2[N:24]=[C:25](/[C:28](=[N:6]/[NH:5][S:2]([CH3:1])(=[O:4])=[O:3])/[CH3:29])[CH:26]=[CH:27][C:22]2=[N:21][CH:20]=1. Reported procedure: The title compound was prepared from methanesulfonohydrazide and 1-[3-(7-fluoro-quinolin-6-ylmethyl)-imidazo[1,2-b]pyridazin-6-yl]-ethanone in analogy to the synthesis of example 1 in 60% yield. 1H-NMR (400 MHz, DMSO-d6) δ ppm 10.63 (s, 1H), 8.85 (dd, 1H), 8.30 (d, 1H), 8.09 (d, 1H), 7.94 (d, 1H), 7.75 (m, 3H), 7.47 (q, 1H), 4.58 (s, 2H), 3.10 (s, 3H), 2.26 (s, 3H). LCMS (method A): [MH]+=413, tR=4.57 min. The product is O=C1CCC(N2Cc3c(OCc4ccc(CN5CCC(c6ccc(F)cc6)CC5)cc4)cccc3C2=O)C(=O)N1. As a reaction SMILES: [Br:1][CH2:2][c:3]1[cH:4][cH:5][c:6]([CH2:7][O:8][c:9]2[c:10]3[c:14]([cH:15][cH:16][cH:17]2)[C:13](=[O:18])[N:12]([CH:19]2[C:20](=[O:26])[NH:21][C:22](=[O:25])[CH2:23][CH2:24]2)[CH2:11]3)[cH:27][cH:28]1.[CH2:43]([N:44]([CH:45]([CH3:46])[CH3:47])[CH:48]([CH3:49])[CH3:50])[CH3:51].[CH3:52][C:53]#[N:54].[ClH:29].[F:30][c:31]1[cH:32][cH:33][c:34]([CH:37]2[CH2:38][CH2:39][NH:40][CH2:41][CH2:42]2)[cH:35][cH:36]1>>[CH2:2]([c:3]1[cH:4][cH:5][c:6]([CH2:7][O:8][c:9]2[c:10]3[c:14]([cH:15][cH:16][cH:17]2)[C:13](=[O:18])[N:12]([CH:19]2[C:20](=[O:26])[NH:21][C:22](=[O:25])[CH2:23][CH2:24]2)[CH2:11]3)[cH:27][cH:28]1)[N:40]1[CH2:39][CH2:38][CH:37]([c:34]2[cH:33][cH:32][c:31]([F:30])[cH:36][cH:35]2)[CH2:42][CH2:41]1. The reactants are O=C1CCC(N2Cc3c(OCc4ccc(CBr)cc4)cccc3C2=O)C(=O)N1, CCN(C(C)C)C(C)C, CC#N, Cl, Fc1ccc(C2CCNCC2)cc1. Starting materials: [BH4-], O=C([O-])O, C, CC(=O)O, CC(=O)O[BH-](OC(C)=O)OC(C)=O, CCO, Cc1ccccc1, CO, ClCCl, CC(C)(C)OC(=O)NCC1CN(CCn2c(=O)cnc3ccc(F)cc32)CCC1=O, [N-]=[N+]=[N-], C1CCC2=NCCCN2CC1, [Na+], [Na+], NCc1cc2c(cn1)OCCO2, OCc1cc2c(cn1)OCCO2, [Pd], [N-]=[N+]=NP(=O)(c1ccccc1)c1ccccc1. The product is CC(C)(C)OC(=O)NCC1CN(CCn2c(=O)cnc3ccc(F)cc32)CCC1NCc1cc2c(cn1)OCCO2. RXN SMILES: [BH4-:100].[C:101](=[O:102])([OH:103])[O-:104].[C:113].[C:120]([OH:121])(=[O:122])[CH3:123].[C:86]([O:87][BH-:88]([O:89][C:90](=[O:91])[CH3:92])[O:93][C:94](=[O:95])[CH3:96])(=[O:97])[CH3:98].[CH2:124]([OH:125])[CH3:126].[CH3:106][c:107]1[cH:108][cH:109][cH:110][cH:111][cH:112]1.[CH3:118][OH:119].[Cl:115][CH2:116][Cl:117].[F:1][c:2]1[cH:3][cH:4][c:5]2[n:6][cH:7][c:8](=[O:30])[n:9]([CH2:12][CH2:13][N:14]3[CH2:15][CH:16]([CH2:21][NH:22][C:23]([O:24][C:25]([CH3:26])([CH3:27])[CH3:28])=[O:29])[C:17](=[O:20])[CH2:18][CH2:19]3)[c:10]2[cH:11]1.[N-:83]=[N+:84]=[N-:85].[N:72]12[CH2:73][CH2:74][CH2:75][N:76]=[C:77]1[CH2:78][CH2:79][CH2:80][CH2:81][CH2:82]2.[Na+:105].[Na+:99].[O:31]1[CH2:32][CH2:33][O:34][c:35]2[cH:36][n:37][c:38]([CH2:41][NH2:42])[cH:39][c:40]21.[O:43]1[c:44]2[cH:45][c:46]([CH2:47][OH:48])[n:49][cH:50][c:51]2[O:52][CH2:53][CH2:54]1.[Pd:114].[c:55]1([P:56]([N:57]=[N+:58]=[N-:59])([c:60]2[cH:61][cH:62][cH:63][cH:64][cH:65]2)=[O:66])[cH:67][cH:68][cH:69][cH:70][cH:71]1>>[F:1][c:2]1[cH:3][cH:4][c:5]2[n:6][cH:7][c:8](=[O:30])[n:9]([CH2:12][CH2:13][N:14]3[CH2:15][CH:16]([CH2:21][NH:22][C:23]([O:24][C:25]([CH3:26])([CH3:27])[CH3:28])=[O:29])[CH:17]([NH:42][CH2:41][c:38]4[n:37][cH:36][c:35]5[c:40]([cH:39]4)[O:31][CH2:32][CH2:33][O:34]5)[CH2:18][CH2:19]3)[c:10]2[cH:11]1. Reactants: CCOC(=O)C1CC(CO)CC1CC, ClCCl, O=[Cr](=O)([O-])Cl, c1cc[nH+]cc1. Product: CCOC(=O)C1CC(C=O)CC1CC. RXN SMILES: [CH2:1]([CH3:2])[CH:3]1[CH:4]([C:10](=[O:11])[O:12][CH2:13][CH3:14])[CH2:5][CH:6]([CH2:8][OH:9])[CH2:7]1.[Cl:26][CH2:27][Cl:28].[O:15]=[Cr:16]([Cl:17])([O-:18])=[O:19].[nH+:20]1[cH:21][cH:22][cH:23][cH:24][cH:25]1>>[CH2:1]([CH3:2])[CH:3]1[CH:4]([C:10](=[O:11])[O:12][CH2:13][CH3:14])[CH2:5][CH:6]([CH:8]=[O:9])[CH2:7]1. Yields the product COc1ccc(CN(Cc2ccc(OC)cc2)c2ncc(-c3nc(N4CCOCC4)nc4c3CCN4c3ccc(C(=O)N(C)CCN4CCOCC4)cc3F)cn2)cc1. Reaction SMILES: [Br:1][c:2]1[c:3]([F:20])[cH:4][c:5]([C:6](=[O:7])[N:8]([CH2:9][CH2:10][N:11]2[CH2:12][CH2:13][O:14][CH2:15][CH2:16]2)[CH3:17])[cH:18][cH:19]1.[CH3:21][O:22][c:23]1[cH:24][cH:25][c:26]([CH2:27][N:28]([c:29]2[n:30][cH:31][c:32](-[c:35]3[c:36]4[c:37]([n:38][c:39]([N:41]5[CH2:42][CH2:43][O:44][CH2:45][CH2:46]5)[n:40]3)[NH:47][CH2:48][CH2:49]4)[cH:33][n:34]2)[CH2:50][c:51]2[cH:52][cH:53][c:54]([O:57][CH3:58])[cH:55][cH:56]2)[cH:59][cH:60]1>>[c:2]1([N:47]2[c:37]3[c:36]([c:35](-[c:32]4[cH:31][n:30][c:29]([N:28]([CH2:27][c:26]5[cH:25][cH:24][c:23]([O:22][CH3:21])[cH:60][cH:59]5)[CH2:50][c:51]5[cH:52][cH:53][c:54]([O:57][CH3:58])[cH:55][cH:56]5)[n:34][cH:33]4)[n:40][c:39]([N:41]4[CH2:42][CH2:43][O:44][CH2:45][CH2:46]4)[n:38]3)[CH2:49][CH2:48]2)[c:3]([F:20])[cH:4][c:5]([C:6](=[O:7])[N:8]([CH2:9][CH2:10][N:11]2[CH2:12][CH2:13][O:14][CH2:15][CH2:16]2)[CH3:17])[cH:18][cH:19]1. Reactants: CN(CCN1CCOCC1)C(=O)c1ccc(Br)c(F)c1, COc1ccc(CN(Cc2ccc(OC)cc2)c2ncc(-c3nc(N4CCOCC4)nc4c3CCN4)cn2)cc1.